This data is from the Open Reaction Database (ORD), a public repository of structured organic reaction records. The task is: describe an organic reaction: reactants, conditions, products, and yield The reactants are ClC1=CC(N(C=C1)C(=O)OC1=CC=CC=C1)C1CCCC1 (4-Chloro-1-(phenoxycarbonyl)-2-cyclopentyl-1,2-dihydropyridine), solution, CC(C)([O-])C.[K+] (potassium t-butoxide), CCOC(=O)C (EtOAc). Solvent: C1CCOC1 (THF), hexanes. Run at temperature -42 celsius, time 1 hour. Product: C(C)(C)(C)OC(=O)N1C(C=C(C=C1)Cl)C1CCCC1 (1-(tert-Butoxycarbonyl)4-chloro-2-cyclopentyl-1,2-dihydropyridine). The yield is 75.6%. As a reaction SMILES: [Cl:1][C:2]1[CH:7]=[CH:6][N:5]([C:8]([O:10][C:11]2[CH:16]=CC=C[CH:12]=2)=[O:9])[CH:4]([CH:17]2[CH2:21][CH2:20][CH2:19][CH2:18]2)[CH:3]=1.[CH3:22]C(C)([O-])C.[K+].CCOC(C)=O>C1COCC1>[C:11]([O:10][C:8]([N:5]1[CH:6]=[CH:7][C:2]([Cl:1])=[CH:3][CH:4]1[CH:17]1[CH2:18][CH2:19][CH2:20][CH2:21]1)=[O:9])([CH3:12])([CH3:16])[CH3:22] |f:1.2|. Procedure: To a stirred solution of 4-Chloro-1-(phenoxycarbonyl)-2-cyclopentyl-1,2-dihydropyridine (5.52 g, 17.3 mmol) in 200 ml of THF at −42° C. was added dropwise over 15 minutes a 1.0M solution of potassium t-butoxide (50 mL, 50 mmol). The resulting orange solution was stirred for 1 h at −42° C. The cooling bath was removed, and the reaction mixture was allowed to stir for 20 min while being slowly warmed to room temperature. Water (50 ml) and ether (70 ml) were added and the aqueous phase was extracte... The reactants are C(C)(=O)N[C@@H](CS(=O)(=O)C1=CC=C(C=C1)OC1=CC=CC=C1)C(=O)OC (N-Acetyl-3-[(4-phenoxyphenyl)sulphonyl]alanine, Methyl Ester), Cl (HCl). Solvent: C(C)(=O)O (acetic acid). Product: O(C1=CC=CC=C1)C1=CC=C(C=C1)S(=O)(=O)C[C@H](N)C(=O)O (3-[(4-Phenoxyphenyl)sulphonyl]alanine). The yield is 109.2%. RXN SMILES: C([NH:4][C@H:5]([C:23]([O:25]C)=[O:24])[CH2:6][S:7]([C:10]1[CH:15]=[CH:14][C:13]([O:16][C:17]2[CH:22]=[CH:21][CH:20]=[CH:19][CH:18]=2)=[CH:12][CH:11]=1)(=[O:9])=[O:8])(=O)C.Cl>C(O)(=O)C>[O:16]([C:13]1[CH:14]=[CH:15][C:10]([S:7]([CH2:6][C@@H:5]([C:23]([OH:25])=[O:24])[NH2:4])(=[O:9])=[O:8])=[CH:11][CH:12]=1)[C:17]1[CH:22]=[CH:21][CH:20]=[CH:19][CH:18]=1. Reported procedure: A solution of the titled compound of Example 9d (3.27 g, 8.66 mmol) in glacial acetic acid (18.5 mL) was heated until all solids dissolved and then concentrated HCl (18.5 mL) was added. The solution was heated at reflux for 4 hours. The mixture was concentrated to an off white solid. The solid was treated with toluene, concentrated, and triturated with diethyl ether afforded the title amino acid as a white solid (3.04 g, 98%). Elemental Anal. Calcd. for C15H16NO5SCl: C, 50.35; H, 4.51; N, 3.91; ... Reactants: CN1CCOCC1, CC#N, COC(=O)C(CC(=O)O)C1CCCCC1, Nc1ccc(Cl)cc1, On1nnc2ccccc21. As a reaction SMILES: [CH3:34][N:35]1[CH2:36][CH2:37][O:38][CH2:39][CH2:40]1.[CH3:41][C:42]#[N:43].[CH:1]1([CH:7]([CH2:8][C:9](=[O:10])[OH:11])[C:12](=[O:13])[O:14][CH3:15])[CH2:2][CH2:3][CH2:4][CH2:5][CH2:6]1.[NH2:16][c:17]1[cH:18][cH:19][c:20]([Cl:21])[cH:22][cH:23]1.[OH:24][n:25]1[c:26]2[c:27]([cH:28][cH:29][cH:30][cH:31]2)[n:32][n:33]1>>[CH:1]1([CH:7]([CH2:8][C:9](=[O:11])[NH:16][c:17]2[cH:18][cH:19][c:20]([Cl:21])[cH:22][cH:23]2)[C:12](=[O:13])[O:14][CH3:15])[CH2:2][CH2:3][CH2:4][CH2:5][CH2:6]1. The product is COC(=O)C(CC(=O)Nc1ccc(Cl)cc1)C1CCCCC1.